This data is from the Open Reaction Database (ORD), a public repository of structured organic reaction records. The task is: describe an organic reaction: reactants, conditions, products, and yield As a reaction SMILES: [Cl:1][C:2]1[CH:3]=[C:4]2[C:9](=[CH:10][CH:11]=1)[CH2:8][C:7](=[O:12])[CH2:6][CH2:5]2.[N+:13]([C:16]1[CH:23]=[C:22]([O:24][CH3:25])[C:21]([O:26][CH3:27])=[CH:20][C:17]=1[CH:18]=O)([O-:15])=[O:14]>>[N+:13]([C:16]1[CH:23]=[C:22]([O:24][CH3:25])[C:21]([O:26][CH3:27])=[CH:20][C:17]=1[CH:18]=[C:8]1[C:9]2[C:4](=[CH:3][C:2]([Cl:1])=[CH:11][CH:10]=2)[CH2:5][CH2:6][C:7]1=[O:12])([O-:15])=[O:14]. Procedure: Prepared from 6-chloro-2-tetralone and 2-nitro-4,5-dimethoxybenzaldehyde; mp 56-58° C.; IR (Nujol): 2922, 1730, 1100; 1H NMR: δ2.68 (2H, t), 3.05 (2H t), 3.62 (3H, s), 3.98 (3H, s), 6.48 (1H, s), 6.82 (1H, d, J=8.4), 6.90-6.96 (1H, dd, J=8.4, 2.1), 7.26 (1H, d, J=2.1), 7.74 (1H, s), 8.01 (1H, s); 13C NMR: δ28.2, 37.4, 56.8, 56.9, 108.3, 112.2, 127.0, 127.2, 128.6, 130.9, 131.1, 133.3, 134.2, 134.5, 140.5, 141.5, 149.6, 153.7. Reactants: ClC=1C=C2CCC(CC2=CC1)=O (6-chloro-2-tetralone), [N+](=O)([O-])C1=C(C=O)C=C(C(=C1)OC)OC (2-nitro-4,5-dimethoxybenzaldehyde). Product: [N+](=O)([O-])C1=C(C=C2C(CCC3=CC(=CC=C23)Cl)=O)C=C(C(=C1)OC)OC (1-(2'-Nitro-4',5'-dimethoxybenzylidene)-6-chloro-2-tetralone). The reactants are Cl.C(C1=CC=CC=C1)OC1=C2CCCC(C2=CC=C1)C(=O)N(CC=1C=NNC1)C=1C=NC(=CC1)C(C)C (5-benzyloxy-N-(6-isopropylpyridin-3-yl)-N-[(pyrazol-4-yl)methyl]-1,2,3,4-tetrahydronaphthalene-1-carboxamide hydrochloride), BrCCCC (1-bromobutane). Product: C(C1=CC=CC=C1)OC1=C2CCCC(C2=CC=C1)C(=O)N(C=1C=NC(=CC1)C(C)C)CC=1C=NN(C1)CCCC (5-benzyloxy-N-[(1-butylpyrazol-4-yl)methyl]-N-(6-isopropylpyridin-3-yl)-1,2,3,4-tetrahydronaphthalene-1-carboxamide). As a reaction SMILES: Cl.[CH2:2]([O:9][C:10]1[CH:19]=[CH:18][CH:17]=[C:16]2[C:11]=1[CH2:12][CH2:13][CH2:14][CH:15]2[C:20]([N:22]([C:29]1[CH:30]=[N:31][C:32]([CH:35]([CH3:37])[CH3:36])=[CH:33][CH:34]=1)[CH2:23][C:24]1[CH:25]=[N:26][NH:27][CH:28]=1)=[O:21])[C:3]1[CH:8]=[CH:7][CH:6]=[CH:5][CH:4]=1.Br[CH2:39][CH2:40][CH2:41][CH3:42]>>[CH2:2]([O:9][C:10]1[CH:19]=[CH:18][CH:17]=[C:16]2[C:11]=1[CH2:12][CH2:13][CH2:14][CH:15]2[C:20]([N:22]([CH2:23][C:24]1[CH:25]=[N:26][N:27]([CH2:39][CH2:40][CH2:41][CH3:42])[CH:28]=1)[C:29]1[CH:30]=[N:31][C:32]([CH:35]([CH3:37])[CH3:36])=[CH:33][CH:34]=1)=[O:21])[C:3]1[CH:8]=[CH:7][CH:6]=[CH:5][CH:4]=1 |f:0.1|. Procedure details: By the reaction and treatment in the same manner as in Example 271 using 5-benzyloxy-N-(6-isopropylpyridin-3-yl)-N-[(pyrazol-4-yl)methyl]-1,2,3,4-tetrahydronaphthalene-1-carboxamide hydrochloride (0.83 g) and 1-bromobutane (0.322 mL) as starting materials, 5-benzyloxy-N-[(1-butylpyrazol-4-yl)methyl]-N-(6-isopropylpyridin-3-yl)-1,2,3,4-tetrahydronaphthalene-1-carboxamide (0.66 g) was obtained. By the reaction and treatment of this compound in the same manner as in Example 139, N-[(1-butylpyrazol-... The product is CN(C)c1ccc(CCc2ccc3c(=O)[nH]ncc3c2)cc1. As a reaction SMILES: [CH3:1][N:2]([c:3]1[cH:4][cH:5][c:6]([CH:9]=[CH:10][c:11]2[cH:12][c:13]3[cH:14][n:15][nH:16][c:17](=[O:21])[c:18]3[cH:19][cH:20]2)[cH:7][cH:8]1)[CH3:22].[CH3:23][OH:24]>>[CH3:1][N:2]([c:3]1[cH:4][cH:5][c:6]([CH2:9][CH2:10][c:11]2[cH:12][c:13]3[cH:14][n:15][nH:16][c:17](=[O:21])[c:18]3[cH:19][cH:20]2)[cH:7][cH:8]1)[CH3:22]. Starting materials: CN(C)c1ccc(C=Cc2ccc3c(=O)[nH]ncc3c2)cc1, CO.